The task is: describe an organic reaction: reactants, conditions, products, and yield. This data is from the Open Reaction Database (ORD), a public repository of structured organic reaction records. Starting materials: CNC (dimethylamine), ClCCCCCCS(=O)(=O)Cl (6-Chlorohexanesulfonyl chloride), C(C)OCC (diethyl ether). The solvent is C(C)#N (acetonitrile). Run at time 20 minute. Product: CN(S(=O)(=O)CCCCCCCl)C (N,N-dimethyl-6-chlorohexanesulfonamide). Yield: 96.4%. Reaction SMILES: [Cl:1][CH2:2][CH2:3][CH2:4][CH2:5][CH2:6][CH2:7][S:8](Cl)(=[O:10])=[O:9].C(OCC)C.[CH3:17][NH:18][CH3:19]>C(#N)C>[CH3:17][N:18]([CH3:19])[S:8]([CH2:7][CH2:6][CH2:5][CH2:4][CH2:3][CH2:2][Cl:1])(=[O:10])=[O:9]. Procedure: 6-Chlorohexanesulfonyl chloride (6.57g, 30 mmol) was added dropwise to a solution of diethyl ether (60 ml) and a 12% acetonitrile solution of dimethylamine (24.8 g, 66 mmol) with stirring under ice-cooling. Thereafter, the mixture was stirred at the same temperature for 20 minutes. The reaction mixture was concentrated in vacuo. Thereafter, the concentrate was diluted with diethyl ether (60 ml). The resulting solution was washed twice with water (10 ml) and then with brine (10 ml), and thereafte...